This data is from the Open Reaction Database (ORD), a public repository of structured organic reaction records. The task is: describe an organic reaction: reactants, conditions, products, and yield Starting materials: CC1=NC=C(C=C1)C1=CC=CC=C1 (2-methyl-5-phenylpyridine), BrN1C(CCC1=O)=O (N-bromosuccinimide), C(C1=CC=CC=C1)(=O)OOC(C1=CC=CC=C1)=O (benzoyl peroxide). The solvent is C(Cl)(Cl)(Cl)Cl (CCl4). The product is BrCC1=NC=C(C=C1)C1=CC=CC=C1 (2-bromomethyl-5-phenylpyridine). RXN SMILES: [CH3:1][C:2]1[CH:7]=[CH:6][C:5]([C:8]2[CH:13]=[CH:12][CH:11]=[CH:10][CH:9]=2)=[CH:4][N:3]=1.[Br:14]N1C(=O)CCC1=O.C(OOC(=O)C1C=CC=CC=1)(=O)C1C=CC=CC=1>C(Cl)(Cl)(Cl)Cl>[Br:14][CH2:1][C:2]1[CH:7]=[CH:6][C:5]([C:8]2[CH:9]=[CH:10][CH:11]=[CH:12][CH:13]=2)=[CH:4][N:3]=1. Procedure: To a solution of 2-methyl-5-phenylpyridine (step 1) (169 mg) and N-bromosuccinimide (177 mg) in CCl4 (3 cc) was added benzoyl peroxide (25 mg) and the mixture irradiated with visible light for 5 hours under reflux. After removal of the solvent the residue was purified by chromatography to afford the title compound. Product: C(#N)C1=NC(=CC2=C1N=CN2C)C2=CC(=C(OCCCNS(=O)(=O)C)C=C2)C(F)(F)F (N-(3-(4-(4-cyano-1-methyl-1H-imidazo[4,5-c]pyridin-6-yl)-2-(trifluoromethyl)phenoxy)propyl)methanesulfonamide). The solvent is C(Cl)Cl (DCM). Reactants: CS(=O)(=O)Cl (Methanesulphonyl chloride), NCCCOC1=C(C=C(C=C1)C1=CC2=C(C(=N1)C#N)N=CN2C)C(F)(F)F (6-[4-(3-Aminopropoxy)-3-(trifluoromethyl)-phenyl]-1-methyl-1H-imidazo[4,5-c]pyridine-4-carbonitrile), CCN(C(C)C)C(C)C (DIPEA). Reaction SMILES: [CH3:1][S:2](Cl)(=[O:4])=[O:3].[NH2:6][CH2:7][CH2:8][CH2:9][O:10][C:11]1[CH:16]=[CH:15][C:14]([C:17]2[N:22]=[C:21]([C:23]#[N:24])[C:20]3[N:25]=[CH:26][N:27]([CH3:28])[C:19]=3[CH:18]=2)=[CH:13][C:12]=1[C:29]([F:32])([F:31])[F:30].CCN(C(C)C)C(C)C>C(Cl)Cl>[C:23]([C:21]1[C:20]2[N:25]=[CH:26][N:27]([CH3:28])[C:19]=2[CH:18]=[C:17]([C:14]2[CH:15]=[CH:16][C:11]([O:10][CH2:9][CH2:8][CH2:7][NH:6][S:2]([CH3:1])(=[O:4])=[O:3])=[C:12]([C:29]([F:32])([F:30])[F:31])[CH:13]=2)[N:22]=1)#[N:24]. Procedure details: Methanesulphonyl chloride (31 mg) was added to the solution of 6-[4-(3-Aminopropoxy)-3-(trifluoromethyl)-phenyl]-1-methyl-1H-imidazo[4,5-c]pyridine-4-carbonitrile (20 mg) in DCM (1 ml) containing DIPEA (44 uL). The mixture was stirred at rt for 1 hour, then solvent removed under vacuum and residue dissolved in NMP (1 ml) and purified by HPLC to give expected product, N-(3-(4-(4-cyano-1-methyl-1H-imidazo[4,5-c]pyridin-6-yl)-2-(trifluoromethyl)phenoxy)propyl)methanesulfonamide. Conditions: time 1 hour. The reactants are CCCN(CCC)C1CNc2c(cccc2NC(=O)C(C)Cl)C1, CN(C)C=O, S=C(Oc1ccccn1)Oc1ccccn1. Yields the product CCCN(CCC)C1Cc2cccc3c2N(C1)C(C)C(=O)N3. Reaction SMILES: [Cl:17][CH:18]([C:19](=[O:20])[NH:21][c:22]1[cH:23][cH:24][cH:25][c:26]2[c:31]1[NH:30][CH2:29][CH:28]([N:32]([CH2:33][CH2:34][CH3:35])[CH2:36][CH2:37][CH3:38])[CH2:27]2)[CH3:39].[O:40]=[CH:41][N:42]([CH3:43])[CH3:44].[n:1]1[cH:2][cH:3][cH:4][cH:5][c:6]1[O:7][C:8](=[S:9])[O:10][c:11]1[cH:12][cH:13][cH:14][cH:15][n:16]1>>[CH:18]1([CH3:39])[C:19](=[O:20])[NH:21][c:22]2[cH:23][cH:24][cH:25][c:26]3[c:31]2[N:30]1[CH2:29][CH:28]([N:32]([CH2:33][CH2:34][CH3:35])[CH2:36][CH2:37][CH3:38])[CH2:27]3. The reactants are O=C(n1ccnc1)n1ccnc1, CC#N, CCOC(=O)N1CCC(C)(N2CCC(NC3CCCCC3N)CC2)C1. Yields the product CCOC(=O)N1CCC(C)(N2CCC(N3C(=O)NC4CCCCC43)CC2)C1. Reaction SMILES: [C:26](=[O:27])([n:28]1[cH:29][cH:30][n:31][cH:32]1)[n:33]1[cH:34][cH:35][n:36][cH:37]1.[CH3:38][C:39]#[N:40].[NH2:1][CH:2]1[CH:3]([NH:8][CH:9]2[CH2:10][CH2:11][N:12]([C:15]3([CH3:25])[CH2:16][N:17]([C:20](=[O:21])[O:22][CH2:23][CH3:24])[CH2:18][CH2:19]3)[CH2:13][CH2:14]2)[CH2:4][CH2:5][CH2:6][CH2:7]1>>[NH:1]1[CH:2]2[CH:3]([CH2:4][CH2:5][CH2:6][CH2:7]2)[N:8]([CH:9]2[CH2:10][CH2:11][N:12]([C:15]3([CH3:25])[CH2:16][N:17]([C:20](=[O:21])[O:22][CH2:23][CH3:24])[CH2:18][CH2:19]3)[CH2:13][CH2:14]2)[C:26]1=[O:27]. Reaction SMILES: [CH3:58][C:59](=[O:60])[OH:61].[CH:1]1([CH2:6][CH:7]([C:8](=[O:9])[NH:10][c:11]2[n:12][n:13]([CH2:16][C:17]([CH3:18])([CH3:19])[OH:20])[cH:14][cH:15]2)[N:21]2[C:22](=[O:28])[CH:23]=[C:24]([O:26][CH3:27])[CH2:25]2)[CH2:2][CH2:3][CH2:4][CH2:5]1.[Cl-:56].[ClH:29].[Cs+:57].[OH2:38].[OH2:50].[OH2:51].[OH2:52].[OH2:53].[OH2:54].[OH2:55].[OH:30][CH2:31][c:32]1[cH:33][cH:34][cH:35][cH:36][cH:37]1.[c:39]1([CH3:40])[cH:41][cH:42][c:43]([S:44]([OH:45])(=[O:46])=[O:47])[cH:48][cH:49]1>>[CH:1]1([CH2:6][CH:7]([C:8](=[O:9])[NH:10][c:11]2[n:12][n:13]([CH2:16][C:17]([CH3:18])([CH3:19])[OH:20])[cH:14][cH:15]2)[N:21]2[C:22](=[O:28])[CH:23]=[C:24]([O:26][CH2:27][c:32]3[cH:33][cH:34][cH:35][cH:36][cH:37]3)[CH2:25]2)[CH2:2][CH2:3][CH2:4][CH2:5]1. Starting materials: CC(=O)O, COC1=CC(=O)N(C(CC2CCCC2)C(=O)Nc2ccn(CC(C)(C)O)n2)C1, [Cl-], Cl, [Cs+], O, O, O, O, O, O, O, OCc1ccccc1, Cc1ccc(S(=O)(=O)O)cc1. The product is CC(C)(O)Cn1ccc(NC(=O)C(CC2CCCC2)N2CC(OCc3ccccc3)=CC2=O)n1.